This data is from the Open Reaction Database (ORD), a public repository of structured organic reaction records. The task is: describe an organic reaction: reactants, conditions, products, and yield The reactants are C(C)(=O)OCC (ethyl acetate), COC(=O)C1=C(N=C(S1)S(=O)(=O)C)N (4-amino-2-methanesulfonylthiazole-5-carboxylic acid methyl ester), C1CCOC1 (THF), [BH4-].[Na+] (sodium borohydride). Run in O (water), CO (methanol). Conditions: time 40 hour. Product: COC(=O)C1=C(N=CS1)N (4-aminothiazole-5-carboxylic acid methyl ester). Yield: 60.8%. RXN SMILES: [CH3:1][O:2][C:3]([C:5]1[S:9][C:8](S(C)(=O)=O)=[N:7][C:6]=1[NH2:14])=[O:4].C1COCC1.[BH4-].[Na+].C(OCC)(=O)C>CO.O>[CH3:1][O:2][C:3]([C:5]1[S:9][CH:8]=[N:7][C:6]=1[NH2:14])=[O:4] |f:2.3|. Reported procedure: To a solution of 37.6 g of 4-amino-2-methanesulfonylthiazole-5-carboxylic acid methyl ester in 1 liter of a methanol:THF=1:1 mixed solvent at room temperature there was added 15 g of sodium borohydride in small portions over a period of 10 hours. The reaction mixture was stirred at room temperature for 40 hours, and then poured into a mixture of 6 liters of ethyl acetate and 3 liters of water. The organic layer was washed with 3 liters of water and 3 liters of saturated brine, and the aqueous la... Starting materials: C1(=C(C=CC=C1)C(C)=CC(C)=O)C1=CC=CC=C1 (2-(p-biphenylyl)-2-penten-4-one), O1CCCC1 (tetrahydrofuran), CC[Al-]CC.[Na+] (sodium aluminum diethyl dihydride). Run in C1(=CC=CC=C1)C (toluene). Conditions: time 20 minute. Yields the product C1(=C(C=CC=C1)C(C)=CC(C)O)C1=CC=CC=C1 (2-(p-biphenylyl)-2-penten-4-ol). As a reaction SMILES: [C:1]1([C:13]2[CH:18]=[CH:17][CH:16]=[CH:15][CH:14]=2)[CH:6]=[CH:5][CH:4]=[CH:3][C:2]=1[C:7](=[CH:9][C:10](=[O:12])[CH3:11])[CH3:8].O1CCCC1.CC[Al-]CC.[Na+]>C1(C)C=CC=CC=1>[C:1]1([C:13]2[CH:18]=[CH:17][CH:16]=[CH:15][CH:14]=2)[CH:6]=[CH:5][CH:4]=[CH:3][C:2]=1[C:7](=[CH:9][CH:10]([OH:12])[CH3:11])[CH3:8] |f:2.3,^3:25|. Procedure details: To a solution of 1.6 g. 2-(p-biphenylyl)-2-penten-4-one in 25 ml. of dry tetrahydrofuran, at 0° C., 10 ml. of a solution of 25% (W/W) of sodium aluminum diethyl dihydride in toluene is dropwise added. After 20 minutes at 0° C., the mixture is poured onto ice and extracted with chloroform. Evaporation of the chloroform gives 2-(p-biphenylyl)-2-penten-4-ol, m.p. 137°-138° C. Starting materials: FC(C1=CC=C(C=C1)O)(F)F (4-(Trifluoromethyl)phenol), C(C=C)Br (allyl bromide), C(=O)([O-])[O-].[Cs+].[Cs+] (Cs2CO3). Reagents/catalysts: O (water). Solvent: CN(C)C=O (DMF). Run at time 12 hour. Yields the product C(C=C)OC1=CC=C(C=C1)C(F)(F)F (1-(allyloxy)-4-(trifluoromethyl)benzene). Yield: 51.3%. RXN SMILES: [F:1][C:2]([F:11])([F:10])[C:3]1[CH:8]=[CH:7][C:6]([OH:9])=[CH:5][CH:4]=1.[CH2:12](Br)[CH:13]=[CH2:14].C([O-])([O-])=O.[Cs+].[Cs+]>O.CN(C=O)C>[CH2:14]([O:9][C:6]1[CH:5]=[CH:4][C:3]([C:2]([F:10])([F:11])[F:1])=[CH:8][CH:7]=1)[CH:13]=[CH2:12] |f:2.3.4|. Procedure details: 4-(Trifluoromethyl)phenol (1.50 g, 9.25 mmol), allyl bromide (14.55 g, 12.03 mmol), Cs2CO3 (3.62 g, 11.10 mmol), and water (15 drops) were combined in DMF (40 mL) and the mixture stirred for 12 h. The reaction mixture was then concentrated under reduced pressure, diluted with water, and extracted with EtOAc (2×). The combined organic phases were dried over Na2SO4, filtered, and concentrated under reduced pressure to give 0.96 g (51%) of the title compound as a light-yellow oil. 1H NMR (400 MHz, ... Starting materials: ClC1=NC=C(C=C1Cl)COC (2,3-dichloro-5-methoxymethyl-pyridine), CN(C)C=O (DMF). The reagents and catalysts are [Ar].[Zn] (argon Zn), [C-]#N.[C-]#N.[Zn+2] (Zn(CN)2), C1=CC=C(C=C1)P([C-]2C=CC=C2)C3=CC=CC=C3.C1=CC=C(C=C1)P([C-]2C=CC=C2)C3=CC=CC=C3.[Fe+2].Cl[Pd]Cl (DPPF PdCl2). Reaction conditions: temperature 145 celsius. The product is ClC=1C(=NC=C(C1)COC)C#N (3-Chloro-5-methoxymethyl-pyridine-2-carbonitrile). Reaction SMILES: Cl[C:2]1[C:7]([Cl:8])=[CH:6][C:5]([CH2:9][O:10][CH3:11])=[CH:4][N:3]=1.[CH3:12][N:13](C=O)C>[Ar].[Zn].[C-]#N.[C-]#N.[Zn+2].C1C=CC(P(C2C=CC=CC=2)[C-]2C=CC=C2)=CC=1.C1C=CC(P(C2C=CC=CC=2)[C-]2C=CC=C2)=CC=1.[Fe+2].Cl[Pd]Cl>[Cl:8][C:7]1[C:2]([C:12]#[N:13])=[N:3][CH:4]=[C:5]([CH2:9][O:10][CH3:11])[CH:6]=1 |f:2.3,4.5.6,7.8.9.10|. Procedure: To a solution of 2,3-dichloro-5-methoxymethyl-pyridine (CA registry 202395-72-0) (7.5 g, 38 mmol) in DMF (100 ml) was added after degasing with argon Zn-dust (126 mg, 1.91 mmol), Zn(CN)2 (2.27 g, 19.1 mmol) and DPPF PdCl2 (0.997 g, 1.15 mmol) and the reaction mixture was heated for 2 h at 145° C. The reaction mixture was concentrated, the residue redissolved in TBME and 5% aqueous NaHCO3 solution and extracted with TBME. Combined extracts were washed with water and brine, dried over MgSO4, filte... Starting materials: COC(=O)CC#N, Cl, O=[N+]([O-])c1ccccc1F, [H-], [Na+], CN(C)C=O. The product is COC(=O)C(C#N)c1ccccc1[N+](=O)[O-]. Reaction SMILES: [CH3:1][O:2][C:3](=[O:4])[CH2:5][C:6]#[N:7].[ClH:20].[F:10][c:11]1[c:12]([N+:17](=[O:18])[O-:19])[cH:13][cH:14][cH:15][cH:16]1.[H-:9].[Na+:8].[O:21]=[CH:22][N:23]([CH3:24])[CH3:25]>>[CH3:1][O:2][C:3](=[O:4])[CH:5]([C:6]#[N:7])[c:11]1[c:12]([N+:17](=[O:18])[O-:19])[cH:13][cH:14][cH:15][cH:16]1. The reactants are CC1(COB(O1)C1=CC=C(C(=O)O)C=C1)C (4-(5,5-dimethyl-1,3,2-dioxaborolan-2-yl)benzoic acid), O.NN (hydrazine hydrate). Reagents/catalysts: CN(C1=CC=NC=C1)C (4-dimethylaminopyridine). Solvent: CO (methanol). Yields the product CC1(COB(O1)C1=CC=C(C(=O)NN)C=C1)C (4-(5,5-Dimethyl-1,3,2-dioxaborolan-2-yl)benzohydrazide). The yield is 72.0%. Reaction SMILES: [CH3:1][C:2]1([CH3:16])[O:6][B:5]([C:7]2[CH:15]=[CH:14][C:10]([C:11](O)=[O:12])=[CH:9][CH:8]=2)[O:4][CH2:3]1.O.[NH2:18][NH2:19]>CO.CN(C)C1C=CN=CC=1>[CH3:1][C:2]1([CH3:16])[O:6][B:5]([C:7]2[CH:15]=[CH:14][C:10]([C:11]([NH:18][NH2:19])=[O:12])=[CH:9][CH:8]=2)[O:4][CH2:3]1 |f:1.2|. Reported procedure: 58.5 g (250 mmol) of 4-(5,5-dimethyl-1,3,2-dioxaborolan-2-yl)benzoic acid are dissolved in 250 ml of methanol, and 12.5 g (250 mmol) of hydrazine hydrate and 1.5 g (12.5 mmol) of 4-dimethylaminopyridine are added. The solution is refluxed for 12 hours. Removal of 200 ml of methanol by distillation gives 44.6 g (180 mmol, 72%) of product. The reactants are CCCCC (pentane), CP(C)C1=C(C(C2=CC=CC=C12)[Sn](CCCC)(CCCC)CCCC)C (Dimethylphosphinotributylstannyl-2-methylindene), [Cl-].[Cl-].[Cl-].[Cl-].[Zr+4] (ZrCl4), C1(=CC=CC=C1)C (toluene), C1(=CC=CC=C1)C (toluene). Reaction conditions: temperature 10 celsius, time 6 hour. Yields the product [Cl-].[Cl-].[Cl-].CP(C)[Zr+3]C1C(=CC2=CC=CC=C12)C (Dimethylphosphino-2-methylindenylzirconium trichloride). Yield: 41.0%. As a reaction SMILES: [CH3:1][P:2]([C:4]1C2C(=CC=CC=2)C([Sn](CCCC)(CCCC)CCCC)C=1C)C.[Cl-:27].[Cl-].[Cl-].[Cl-].[Zr+4:31].[CH3:32][CH2:33][CH2:34]CC.[C:37]1([CH3:43])[CH:42]=[CH:41][CH:40]=[CH:39][CH:38]=1>>[Cl-:27].[Cl-:27].[Cl-:27].[CH3:1][P:2]([Zr+3:31][CH:34]1[C:42]2[C:37](=[CH:38][CH:39]=[CH:40][CH:41]=2)[CH:43]=[C:33]1[CH3:32])[CH3:4] |f:1.2.3.4.5,8.9.10.11|. Procedure: A solution of 17.4 g (0.036 moles) of compound 19 in 100 ml of toluene was added over 10 min at 0° C. to a suspension of 8.5 g (0.036 moles) of 99.9% pure ZrCl4 in 100 ml of toluene. When the addition was complete, the reaction mixture was heated slowly to 10° C. over a period of 1 h and then stirred for 6 h at room temperature. The yellow precipitate was then filtered off, washed with 2×20 ml of toluene and 2×20 ml of hexane and dried under vacuum. The powder was purified further by removal of ... Reactants: O=C(Cl)OCC(Cl)(Cl)Cl, Nc1nnc(N2CCOCC2)o1, C1CCOC1, O, c1ccncc1. Yields the product O=C(Nc1nnc(N2CCOCC2)o1)OCC(Cl)(Cl)Cl. As a reaction SMILES: [Cl:19][C:20](=[O:21])[O:22][CH2:23][C:24]([Cl:25])([Cl:26])[Cl:27].[O:1]1[CH2:2][CH2:3][N:4]([c:7]2[n:8][n:9][c:10]([NH2:12])[o:11]2)[CH2:5][CH2:6]1.[O:29]1[CH2:30][CH2:31][CH2:32][CH2:33]1.[OH2:28].[cH:13]1[cH:14][cH:15][n:16][cH:17][cH:18]1>>[O:1]1[CH2:2][CH2:3][N:4]([c:7]2[n:8][n:9][c:10]([NH:12][C:20](=[O:21])[O:22][CH2:23][C:24]([Cl:25])([Cl:26])[Cl:27])[o:11]2)[CH2:5][CH2:6]1.